Task: describe an organic reaction: reactants, conditions, products, and yield. Dataset: the Open Reaction Database (ORD), a public repository of structured organic reaction records Starting materials: O=C(O)c1ccc(Cl)c(Cn2nnn(C3CC3)c2=O)c1Cl, ClCCCl, CN(C)C=O, O=S(Cl)Cl. Yields the product O=C(Cl)c1ccc(Cl)c(Cn2nnn(C3CC3)c2=O)c1Cl. RXN SMILES: [CH:1]1([n:4]2[n:5][n:6][n:7]([CH2:10][c:11]3[c:12]([Cl:21])[c:13]([C:14](=[O:15])[OH:16])[cH:17][cH:18][c:19]3[Cl:20])[c:8]2=[O:9])[CH2:2][CH2:3]1.[Cl:26][CH2:27][CH2:28][Cl:29].[O:30]=[CH:31][N:32]([CH3:33])[CH3:34].[S:22]([Cl:23])([Cl:24])=[O:25]>>[CH:1]1([n:4]2[n:5][n:6][n:7]([CH2:10][c:11]3[c:12]([Cl:21])[c:13]([C:14](=[O:15])[Cl:24])[cH:17][cH:18][c:19]3[Cl:20])[c:8]2=[O:9])[CH2:2][CH2:3]1.